This data is from the Open Reaction Database (ORD), a public repository of structured organic reaction records. The task is: describe an organic reaction: reactants, conditions, products, and yield Reported procedure: 0.34 g (1 mmol) of carbomethoxymethylene triphenylphosphorane and 0.36 g (1 mmol) of the compound of Example 1 are heated to reflux in 20 ml of dichloromethane for 18 hours. The solvent is evaporated off. The product is purified on a silica column (80/20 pentane/ethyl acetate eluent). Run in ClCCl (dichloromethane). The reactants are C(=O)(OC)C=P(C1=CC=CC=C1)(C1=CC=CC=C1)C1=CC=CC=C1 (carbomethoxymethylene triphenylphosphorane), C(=O)C1=CC2=CC=CC=C2C2=C1OC1(C=N2)N(C2=CC=CC=C2C1(C)C)C (5'-Formyl-1,3,3-trimethylspiro[indoline-2,3'-[3H]-naphtho[2,1-b][1,4]oxazine]). Product: COC(=O)C=CC1=CC2=CC=CC=C2C2=C1OC1(C=N2)N(C2=CC=CC=C2C1(C)C)C (5'-(2-Methoxycarbonylvinyl)-1,3,3-trimethylspiro-[indoline-2,3'-[3H]-naphtho[2,1-b][1,4]oxazine]). RXN SMILES: [C:1]([CH:5]=P(C1C=CC=CC=1)(C1C=CC=CC=1)C1C=CC=CC=1)([O:3][CH3:4])=[O:2].[CH:25]([C:27]1[C:36]2[O:37][C:38]3([C:48]([CH3:50])([CH3:49])[C:47]4[C:42](=[CH:43][CH:44]=[CH:45][CH:46]=4)[N:41]3[CH3:51])[CH:39]=[N:40][C:35]=2[C:34]2[C:29](=[CH:30][CH:31]=[CH:32][CH:33]=2)[CH:28]=1)=O>ClCCl>[CH3:4][O:3][C:1]([CH:5]=[CH:25][C:27]1[C:36]2[O:37][C:38]3([C:48]([CH3:50])([CH3:49])[C:47]4[C:42](=[CH:43][CH:44]=[CH:45][CH:46]=4)[N:41]3[CH3:51])[CH:39]=[N:40][C:35]=2[C:34]2[C:29](=[CH:30][CH:31]=[CH:32][CH:33]=2)[CH:28]=1)=[O:2]. Reactants: FC=1C(=NC=C(C1)Cl)C1=NN(C(=C1)OC(F)F)C (3-(3-fluoro-5-chloro-2-pyridyl)-5-difluoromethoxy-1-methyl-[1H]-pyrazole), C(C)(=O)[O-].[Na+] (sodium acetate), ClCl (chlorine). The solvent is C(C)(=O)O (acetic acid), C(C)(=O)O (acetic acid). Conditions: temperature 60 celsius. Yields the product FC=1C(=NC=C(C1)Cl)C1=NN(C(=C1Cl)OC(F)F)C (3-(3-Fluoro-5-chloro-2-pyridyl)-4-chloro-5-difluoromethoxy-1-methyl-[1H]-pyrazole). As a reaction SMILES: [F:1][C:2]1[C:3]([C:9]2[CH:13]=[C:12]([O:14][CH:15]([F:17])[F:16])[N:11]([CH3:18])[N:10]=2)=[N:4][CH:5]=[C:6]([Cl:8])[CH:7]=1.C([O-])(=O)C.[Na+].[Cl:24]Cl>C(O)(=O)C>[F:1][C:2]1[C:3]([C:9]2[C:13]([Cl:24])=[C:12]([O:14][CH:15]([F:16])[F:17])[N:11]([CH3:18])[N:10]=2)=[N:4][CH:5]=[C:6]([Cl:8])[CH:7]=1 |f:1.2|. Procedure details: 17.92 g of 3-(3-fluoro-5-chloro-2-pyridyl)-5-difluoromethoxy-1-methyl-[1H]-pyrazole (Example H15) are initially introduced into 60 ml of glacial acetic acid together with 10.6 g of sodium acetate. The mixture is heated up to 60° C., while stirring, and a saturated solution of chlorine in glacial acetic acid is added until TLC analysis of a worked-up sample shows a complete conversion (silica gel 60 F254; eluting agent: n-hexane/ethyl acetate 2/1; UV; Rf value of the starting material 0.34; Rf va... As a reaction SMILES: [Br:39][c:40]1[cH:41][cH:42][c:43]([OH:46])[cH:44][cH:45]1.[CH2:61]1[O:62][CH2:63][CH2:64][CH2:65]1.[Cl:1][c:2]1[cH:3][c:4]([N:9]2[C:10](=[O:19])[N:11]3[CH:12]([C:13]2=[O:14])[CH2:15][CH:16]([OH:18])[CH2:17]3)[cH:5][c:6]([Cl:8])[cH:7]1.[O:47]=[C:48]([O:49][CH:50]([CH3:51])[CH3:52])[N:53]=[N:54][C:55]([O:56][CH:57]([CH3:58])[CH3:59])=[O:60].[c:20]1([P:21]([c:22]2[cH:23][cH:24][cH:25][cH:26][cH:27]2)[c:28]2[cH:29][cH:30][cH:31][cH:32][cH:33]2)[cH:34][cH:35][cH:36][cH:37][cH:38]1>>[Cl:1][c:2]1[cH:3][c:4]([N:9]2[C:10](=[O:19])[N:11]3[CH:12]([C:13]2=[O:14])[CH2:15][CH:16]([O:18][c:43]2[cH:42][cH:41][c:40]([Br:39])[cH:45][cH:44]2)[CH2:17]3)[cH:5][c:6]([Cl:8])[cH:7]1. Product: O=C1C2CC(Oc3ccc(Br)cc3)CN2C(=O)N1c1cc(Cl)cc(Cl)c1. The reactants are Oc1ccc(Br)cc1, C1CCOC1, O=C1C2CC(O)CN2C(=O)N1c1cc(Cl)cc(Cl)c1, CC(C)OC(=O)N=NC(=O)OC(C)C, c1ccc(P(c2ccccc2)c2ccccc2)cc1. Starting materials: CNC, CO, Clc1ccc(C2CCc3c(Cl)nc(Cl)nc32)cc1. The product is CN(C)c1nc(Cl)nc2c1CCC2c1ccc(Cl)cc1. Reaction SMILES: [CH3:19][NH:20][CH3:21].[CH3:22][OH:23].[Cl:1][c:2]1[n:3][c:4]([Cl:18])[c:5]2[c:6]([n:7]1)[CH:8]([c:11]1[cH:12][cH:13][c:14]([Cl:17])[cH:15][cH:16]1)[CH2:9][CH2:10]2>>[Cl:1][c:2]1[n:3][c:4]([N:20]([CH3:19])[CH3:21])[c:5]2[c:6]([n:7]1)[CH:8]([c:11]1[cH:12][cH:13][c:14]([Cl:17])[cH:15][cH:16]1)[CH2:9][CH2:10]2. Starting materials: S(O)(O)(=O)=O (sulfuric acid), I(=O)(=O)O (iodic acid), C(CC)C1=CC=C(C=C1)[C@@H]1CC[C@H](CC1)CCC1=CC=CC=C1 ((2-(trans-4-(4-n-propylphenyl)cyclohexyl)ethyl)benzene), II (iodine). Run in O (water), C(C)(=O)O (acetic acid), C(Cl)(Cl)(Cl)Cl (carbon tetrachloride). The product is C(CC)C1=CC=C(C=C1)[C@@H]1CC[C@H](CC1)CCC1=CC=C(C=C1)I (4-(2-(trans-4-(4-n-propylphenyl)cyclohexyl)ethyl)iodobenzene). Yield: 118.0%. As a reaction SMILES: S(=O)(=O)(O)O.[CH2:6]([C:9]1[CH:14]=[CH:13][C:12]([C@H:15]2[CH2:20][CH2:19][C@H:18]([CH2:21][CH2:22][C:23]3[CH:28]=[CH:27][CH:26]=[CH:25][CH:24]=3)[CH2:17][CH2:16]2)=[CH:11][CH:10]=1)[CH2:7][CH3:8].II.[I:31](O)(=O)=O>O.C(Cl)(Cl)(Cl)Cl.C(O)(=O)C>[CH2:6]([C:9]1[CH:14]=[CH:13][C:12]([C@H:15]2[CH2:16][CH2:17][C@H:18]([CH2:21][CH2:22][C:23]3[CH:24]=[CH:25][C:26]([I:31])=[CH:27][CH:28]=3)[CH2:19][CH2:20]2)=[CH:11][CH:10]=1)[CH2:7][CH3:8]. Procedure: To a liquid mixture comprising 50 ml of acetic acid, 5 ml of carbon tetrachloride, 5 ml of concentrated sulfuric acid, and 10 ml of water, were added 5.8 g of the (2-(trans-4-(4-n-propylphenyl)cyclohexyl)ethyl)benzene mentioned above, 2.4 g of iodine, and 2 g of iodic acid, and they were stirred under a reflux for 2 hours. After cooled, the mixture was washed with a saturated aqueous solution of sodium thiosulfate. Organic layer was washed with water and dried over anhydrous magnesium sulfate, a...